Dataset: the Open Reaction Database (ORD), a public repository of structured organic reaction records. Task: describe an organic reaction: reactants, conditions, products, and yield The reactants are Cl (HCl), O.P(=O)([O-])([O-])[O-].[K+].[K+].[K+] (potassium phosphate monohydrate), BrC1=CC=C(C=C1)I (1-bromo-4-iodobenzene), NC[C@H]1N(CCC1)C(=O)OC(C)(C)C (tert-butyl (S)-2-aminomethylpyrrolidine-1-carboxylate), C(C)N(C(C=1C(O)=CC=CC1)=O)CC (N,N-diethylsalicylamide). Reagents/catalysts: [Cu]I (CuI). Run in CN(C)C=O (DMF). Run at temperature 100 celsius, time 160 hour. The product is BrC1=CC=C(C=C1)NC[C@H]1NCCC1 ((4-bromophenyl)-(S)-1-pyrrolidin-2-ylmethylamine). RXN SMILES: O.P([O-])([O-])([O-])=O.[K+].[K+].[K+].[Br:10][C:11]1[CH:16]=[CH:15][C:14](I)=[CH:13][CH:12]=1.[NH2:18][CH2:19][C@@H:20]1[CH2:24][CH2:23][CH2:22][N:21]1C(OC(C)(C)C)=O.C(N(CC)C(=O)C1C(=CC=CC=1)O)C.Cl>CN(C=O)C.[Cu]I>[Br:10][C:11]1[CH:16]=[CH:15][C:14]([NH:18][CH2:19][C@@H:20]2[CH2:24][CH2:23][CH2:22][NH:21]2)=[CH:13][CH:12]=1 |f:0.1.2.3.4|. Procedure details: 2.45 g (10.00 mmol) of potassium phosphate monohydrate was added under argon to a mixture of 1.42 g (5.00 mmol) of 1-bromo-4-iodobenzene, 1.00 g (5.00 mmol) of tert-butyl (S)-2-aminomethylpyrrolidine-1-carboxylate, 48 mg (0.25 mmol) of CuI, and 97 mg (0.50 mmol) of N,N-diethylsalicylamide in 5 mL of DMF and the mixture was stirred for 160 hours at 100° C. The reaction mixture was cooled to RT, combined with 100 mL of 4M aqueous HCl, and stirred for 1 hour at RT. The aqueous phase was washed with... Reactants: O=C([O-])[O-], O=C(O)CN(CCN(CC(=O)O)CC(=O)O)CC(=O)O, NC=O, [Cu], C=C(c1ccc(I)cc1)C(O)(Cn1cncn1)c1ccc(F)cc1F, [K+], [K+], [Na], [Na], O. Product: C=C(c1ccc(NC=O)cc1)C(O)(Cn1cncn1)c1ccc(F)cc1F. RXN SMILES: [C:29](=[O:30])([O-:31])[O-:32].[CH2:37]([N:38]([CH2:39][C:40]([OH:41])=[O:42])[CH2:43][C:44]([OH:45])=[O:46])[CH2:47][N:48]([CH2:49][C:50]([OH:51])=[O:52])[CH2:53][C:54]([OH:55])=[O:56].[CH:26](=[O:27])[NH2:28].[Cu:58].[F:1][c:2]1[c:3]([C:9]([CH2:10][n:11]2[n:12][cH:13][n:14][cH:15]2)([C:16](=[CH2:17])[c:18]2[cH:19][cH:20][c:21]([I:24])[cH:22][cH:23]2)[OH:25])[cH:4][cH:5][c:6]([F:8])[cH:7]1.[K+:33].[K+:34].[Na:35].[Na:36].[OH2:57]>>[F:1][c:2]1[c:3]([C:9]([CH2:10][n:11]2[n:12][cH:13][n:14][cH:15]2)([C:16](=[CH2:17])[c:18]2[cH:19][cH:20][c:21]([NH:28][CH:26]=[O:27])[cH:22][cH:23]2)[OH:25])[cH:4][cH:5][c:6]([F:8])[cH:7]1. The reactants are [OH-].[K+] (KOH), CC(=CCOC=1C=CC=2C(C3=CC=CC=C3OC2C1C(C)=O)=O)C (3-(3-methylbut -2-enyloxy)-4-acetylxanthen-9-one), COC=1C=C(C=O)C=C(C1OC)OC (3, 4, 5-trimethoxy-benzaldehyde). Solvent: C(C)O (ethanol), O (water). Yields the product CC(=CCOC=1C=CC=2C(C3=CC=CC=C3OC2C1C(C=CC1=CC(=C(C(=C1)OC)OC)OC)=O)=O)C (1-[3-(3-Methylbut-2-Enyloxy)Xanthen-9-one-4-yl]-3-(3,4,5-Tri-Methoxyphenyl)-Propen -1-one). The yield is 58.6%. Reaction SMILES: [OH-].[K+].[CH3:3][C:4]([CH3:26])=[CH:5][CH2:6][O:7][C:8]1[CH:9]=[CH:10][C:11]2[C:12](=[O:25])[C:13]3[C:18]([O:19][C:20]=2[C:21]=1[C:22](=[O:24])[CH3:23])=[CH:17][CH:16]=[CH:15][CH:14]=3.[CH3:27][O:28][C:29]1[CH:30]=[C:31]([CH:34]=[C:35]([O:39][CH3:40])[C:36]=1[O:37][CH3:38])[CH:32]=O>C(O)C.O>[CH3:3][C:4]([CH3:26])=[CH:5][CH2:6][O:7][C:8]1[CH:9]=[CH:10][C:11]2[C:12](=[O:25])[C:13]3[C:18]([O:19][C:20]=2[C:21]=1[C:22](=[O:24])[CH:23]=[CH:32][C:31]1[CH:34]=[C:35]([O:39][CH3:40])[C:36]([O:37][CH3:38])=[C:29]([O:28][CH3:27])[CH:30]=1)=[CH:17][CH:16]=[CH:15][CH:14]=3 |f:0.1|. Procedure details: A solution of KOH 50% (3 ml) is added to an equimolar solution of 3-(3-methylbut -2-enyloxy)-4-acetylxanthen-9-one (2.4 g, 0.0075 mol) and 3, 4, 5-trimethoxy-benzaldehyde (1.47 g, 0.0075 mol) in ethanol 95%; the addition is performed under energetic stirring at room temperature. The reaction is left under stirring for one night and then diluted with water and acidified; the precipitate is separated by filtration and dried under vacuum. The compound is crystallized by methanol to give 2.2 g of pr... The reactants are COC1=CC2=C(N(C(N2)=O)CCN2CCN(CC2)C2=CC(=CC=C2)C(F)(F)F)C=C1 (5-methoxy-1-{2-[4-(3-trifluoromethylphenyl)piperazin-1-yl]ethyl}-1,3-dihydrobenzimidazol-2-one), Br (HBr). Run in O (water). The product is OC1=CC2=C(N(C(N2)=O)CCN2CCN(CC2)C2=CC(=CC=C2)C(F)(F)F)C=C1 (5-Hydroxy-1-{2-[4-(3-trifluoromethylphenyl)piperazin-1-yl]ethyl}-1,3-dihydro-benzimidazol-2-one). The yield is 70.3%. Reaction SMILES: C[O:2][C:3]1[CH:30]=[CH:29][C:6]2[N:7]([CH2:11][CH2:12][N:13]3[CH2:18][CH2:17][N:16]([C:19]4[CH:24]=[CH:23][CH:22]=[C:21]([C:25]([F:28])([F:27])[F:26])[CH:20]=4)[CH2:15][CH2:14]3)[C:8](=[O:10])[NH:9][C:5]=2[CH:4]=1.Br>O>[OH:2][C:3]1[CH:30]=[CH:29][C:6]2[N:7]([CH2:11][CH2:12][N:13]3[CH2:14][CH2:15][N:16]([C:19]4[CH:24]=[CH:23][CH:22]=[C:21]([C:25]([F:28])([F:27])[F:26])[CH:20]=4)[CH2:17][CH2:18]3)[C:8](=[O:10])[NH:9][C:5]=2[CH:4]=1. Procedure details: A mixture of 5-methoxy-1-{2-[4-(3-trifluoromethylphenyl)piperazin-1-yl]ethyl}-1,3-dihydrobenzimidazol-2-one (0.6 g; 1.4 mmol) and 48% HBr (30 ml) was refluxed for 1 hour. The reaction was then cooled and water was added (30 ml). The precipitated solid was collected and recrystallized from 95% EtOH to give the title compound as a white solid 0.4 g; m.p. 275° C. (as hydrobromide salt, from 95% ethanol). 1H-NMR (DMSO; 200 MHz): 10.82 (1H, s); 9.6, (1H, b); 9.11(1H, s); 7.47 (1H, m); 7.2-7.4 (2H, ov... Starting materials: Cc1ccccc1, O=N[O-], Nc1ccc2c(c1)C(=O)CCCC2, [Na+], [Na+], [Na+], O=S([O-])[O-], O=S(=O)(O)O. The product is O=C1CCCCc2ccc(O)cc21. RXN SMILES: [CH3:24][c:25]1[cH:26][cH:27][cH:28][cH:29][cH:30]1.[N:14](=[O:15])[O-:16].[NH2:1][c:2]1[cH:3][c:4]2[c:5]([cH:12][cH:13]1)[CH2:6][CH2:7][CH2:8][CH2:9][C:10]2=[O:11].[Na+:17].[Na+:22].[Na+:23].[S:18]([O-:19])([O-:20])=[O:21].[S:31](=[O:32])(=[O:33])([OH:34])[OH:35]>>[c:2]1([OH:15])[cH:3][c:4]2[c:5]([cH:12][cH:13]1)[CH2:6][CH2:7][CH2:8][CH2:9][C:10]2=[O:11].